From a dataset of the Open Reaction Database (ORD), a public repository of structured organic reaction records. describe an organic reaction: reactants, conditions, products, and yield The reactants are C(C=C)OC1=CC=C(C=C1)C1C(CN(CC1)C(=O)OC(C)(C)C)O (tert-butyl 4-(4-allyloxyphenyl)-3-hydroxypiperidine-1-carboxylate), ClCC1=CC=C2CCC(N(C2=C1)CCCOC)=O (7-chloromethyl-1-(3-methoxypropyl)-3,4-dihydro-1H-quinolin-2-one). The product is C(C=C)OC1=CC=C(C=C1)C1C(CN(CC1)C(=O)OC(C)(C)C)OCC1=CC=C2CCC(N(C2=C1)CCCOC)=O (tert-Butyl 4-(4-allyloxyphenyl)-3-[1-(3-methoxypropyl)-2-oxo-1,2,3,4-tetrahydroquinolin-7-ylmethoxy]piperidine-1-carboxylate). Reaction SMILES: [CH2:1]([O:4][C:5]1[CH:10]=[CH:9][C:8]([CH:11]2[CH2:16][CH2:15][N:14]([C:17]([O:19][C:20]([CH3:23])([CH3:22])[CH3:21])=[O:18])[CH2:13][CH:12]2[OH:24])=[CH:7][CH:6]=1)[CH:2]=[CH2:3].Cl[CH2:26][C:27]1[CH:36]=[C:35]2[C:30]([CH2:31][CH2:32][C:33](=[O:42])[N:34]2[CH2:37][CH2:38][CH2:39][O:40][CH3:41])=[CH:29][CH:28]=1>>[CH2:1]([O:4][C:5]1[CH:6]=[CH:7][C:8]([CH:11]2[CH2:16][CH2:15][N:14]([C:17]([O:19][C:20]([CH3:23])([CH3:22])[CH3:21])=[O:18])[CH2:13][CH:12]2[O:24][CH2:26][C:27]2[CH:36]=[C:35]3[C:30]([CH2:31][CH2:32][C:33](=[O:42])[N:34]3[CH2:37][CH2:38][CH2:39][O:40][CH3:41])=[CH:29][CH:28]=2)=[CH:9][CH:10]=1)[CH:2]=[CH2:3]. Reported procedure: Analogously to Method D, 3.26 g of tert-butyl 4-(4-allyloxyphenyl)-3-hydroxypiperidine-1-carboxylate and 2.62 g of 7-chloromethyl-1-(3-methoxypropyl)-3,4-dihydro-1H-quinolin-2-one are reacted. The title compound is obtained as a slightly yellowish oil. Rf=0.16 (1:1 EtOAc-heptane); Rt=5.50. The reactants are IC (iodomethane), [H-].[Na+] (NaH), BrC1=C(C(=O)NCC(C)(C)C)C=CC=C1C (2-bromo-3-methyl-N-neopentylbenzamide). Solvent: C1CCOC1 (THF), C1CCOC1 (THF). Reaction conditions: time 20 minute. The product is BrC1=C(C(=O)N(CC(C)(C)C)C)C=CC=C1C (2-Bromo-N,3-dimethyl-N-neopentylbenzamide). RXN SMILES: [H-].[Na+].[Br:3][C:4]1[C:17]([CH3:18])=[CH:16][CH:15]=[CH:14][C:5]=1[C:6]([NH:8][CH2:9][C:10]([CH3:13])([CH3:12])[CH3:11])=[O:7].I[CH3:20]>C1COCC1>[Br:3][C:4]1[C:17]([CH3:18])=[CH:16][CH:15]=[CH:14][C:5]=1[C:6]([N:8]([CH3:20])[CH2:9][C:10]([CH3:12])([CH3:13])[CH3:11])=[O:7] |f:0.1|. Reported procedure: To a slurry of NaH (60% in mineral oil) (0.122 mL, 2.81 mmol) in THF (5 ml) was added dropwise a solution of 2-bromo-3-methyl-N-neopentylbenzamide (400 mg, 1.407 mmol) in THF (1 ml) at RT. After 20 min, iodomethane (0.096 mL, 1.548 mmol) was added and the reaction was allowed to stir for 48 h. The reaction was quenched by the addition of water and EtOAc. The organic phase was separated and dried over MgSO4. The solvent was removed under reduced pressure and the residue was purified by flash chro... Reactants: COc1ccc(C(=O)O)cc1, CCO, CCOc1ccc2ccc(N)nc2n1, O. Product: CCOc1ccc2ccc(NC(=O)c3ccc(OC)cc3)nc2n1. Reaction SMILES: [CH3:1][O:2][c:3]1[cH:4][cH:5][c:6]([C:9]([OH:10])=[O:11])[cH:7][cH:8]1.[CH3:26][CH2:27][OH:28].[NH2:12][c:13]1[n:14][c:15]2[n:16][c:17]([O:23][CH2:24][CH3:25])[cH:18][cH:19][c:20]2[cH:21][cH:22]1.[OH2:29]>>[CH3:1][O:2][c:3]1[cH:4][cH:5][c:6]([C:9](=[O:11])[NH:12][c:13]2[n:14][c:15]3[n:16][c:17]([O:23][CH2:24][CH3:25])[cH:18][cH:19][c:20]3[cH:21][cH:22]2)[cH:7][cH:8]1. As a reaction SMILES: [CH3:1][Si:2]([N-:3][Si:4]([CH3:5])([CH3:6])[CH3:7])([CH3:8])[CH3:9].[CH3:55][C:56](=[O:57])[OH:58].[CH:34]([c:35]1[cH:36][c:37]([CH:38]([CH3:39])[CH3:40])[cH:41][c:42]([CH:43]([CH3:44])[CH3:45])[c:46]1[S:47](=[O:48])(=[O:49])[N:52]=[N+:53]=[N-:54])([CH3:50])[CH3:51].[K+:10].[O:59]1[CH2:60][CH2:61][CH2:62][CH2:63]1.[OH2:64].[c:11]1([CH:17]2[N:18]([C:23]([CH2:24][CH:25]([CH3:26])[c:27]3[cH:28][cH:29][cH:30][cH:31][cH:32]3)=[O:33])[C:19](=[O:22])[O:20][CH2:21]2)[cH:12][cH:13][cH:14][cH:15][cH:16]1>>[c:11]1([CH:17]2[N:18]([C:23]([CH:24]([CH:25]([CH3:26])[c:27]3[cH:28][cH:29][cH:30][cH:31][cH:32]3)[N:52]=[N+:53]=[N-:54])=[O:33])[C:19](=[O:22])[O:20][CH2:21]2)[cH:12][cH:13][cH:14][cH:15][cH:16]1. The product is CC(c1ccccc1)C(N=[N+]=[N-])C(=O)N1C(=O)OCC1c1ccccc1. The reactants are C[Si](C)(C)[N-][Si](C)(C)C, CC(=O)O, CC(C)c1cc(C(C)C)c(S(=O)(=O)N=[N+]=[N-])c(C(C)C)c1, [K+], C1CCOC1, O, CC(CC(=O)N1C(=O)OCC1c1ccccc1)c1ccccc1.